The task is: describe an organic reaction: reactants, conditions, products, and yield. This data is from the Open Reaction Database (ORD), a public repository of structured organic reaction records. Reactants: COC(=O)c1ccc2c(c1)C1CCCN(C(=O)c3ccc4[nH]cnc4c3)C1C2, COC(=O)c1ccc2c(c1)CC1C2CCCN1C(=O)c1ccc2[nH]cnc2c1. Yields the product O=C(O)c1ccc2c(c1)C1CCCN(C(=O)c3ccc4[nH]cnc4c3)C1C2. As a reaction SMILES: [CH3:1][O:2][C:3](=[O:4])[c:5]1[cH:6][cH:7][c:8]2[c:16]([cH:17]1)[CH:15]1[CH:10]([CH2:9]2)[N:11]([C:18](=[O:19])[c:20]2[cH:21][c:22]3[c:23]([nH:24][cH:25][n:26]3)[cH:27][cH:28]2)[CH2:12][CH2:13][CH2:14]1.[CH3:29][O:30][C:31]([c:32]1[cH:33][cH:34][c:35]2[c:54]([cH:55]1)[CH2:53][CH:37]1[CH:36]2[CH2:52][CH2:51][CH2:50][N:38]1[C:39]([c:40]1[cH:41][cH:42][c:43]2[nH:44][cH:45][n:46][c:47]2[cH:48]1)=[O:49])=[O:56]>>[O:2]=[C:3]([OH:4])[c:5]1[cH:6][cH:7][c:8]2[c:16]([cH:17]1)[CH:15]1[CH:10]([CH2:9]2)[N:11]([C:18](=[O:19])[c:20]2[cH:21][c:22]3[c:23]([nH:24][cH:25][n:26]3)[cH:27][cH:28]2)[CH2:12][CH2:13][CH2:14]1. Yields the product CN(C(=O)C(Cl)(Cl)Cl)c1nc(Cl)c([N+](=O)[O-])s1. The reactants are O=C(Cl)C(Cl)(Cl)Cl, CNc1nc(Cl)c([N+](=O)[O-])s1, C1COCCO1. RXN SMILES: [Cl:12][C:13]([C:14](=[O:15])[Cl:16])([Cl:17])[Cl:18].[Cl:1][c:2]1[n:3][c:4]([NH:10][CH3:11])[s:5][c:6]1[N+:7](=[O:8])[O-:9].[O:19]1[CH2:20][CH2:21][O:22][CH2:23][CH2:24]1>>[Cl:1][c:2]1[n:3][c:4]([N:10]([CH3:11])[C:14]([C:13]([Cl:12])([Cl:17])[Cl:18])=[O:15])[s:5][c:6]1[N+:7](=[O:8])[O-:9].